This data is from the Open Reaction Database (ORD), a public repository of structured organic reaction records. The task is: describe an organic reaction: reactants, conditions, products, and yield Procedure details: Bromine (12.5 mL, 244 mmol) was dropwise added to a solution of cyclopropylbenzene (25.0 g, 212 mmol) in chloroform (430 mL) with stirring at −78° C. and the mixture was stirred for 45 minutes. A 10% aqueous sodium sulfite solution and water were added to the reaction mixture at −780° C. and chloroform was added thereto to separate it. The thus obtained organic phase was separated, washed with a saturated aqueous NaCl solution and dried over anhydrous magnesium sulfate. After filtration, the sol... Conditions: temperature 180 celsius. Product: C1(CC1)C1=CC=C(C=C1)CCCCO (4-(4-cyclopropylphenyl)butan-1-ol). Reaction SMILES: O.NN.[OH-].[K+].[CH:6]1([C:9]2[CH:14]=[CH:13][C:12]([C:15](=O)[CH2:16][CH2:17][CH2:18][OH:19])=[CH:11][CH:10]=2)[CH2:8][CH2:7]1.O>C(O)CO.C(OCC)(=O)C>[CH:6]1([C:9]2[CH:10]=[CH:11][C:12]([CH2:15][CH2:16][CH2:17][CH2:18][OH:19])=[CH:13][CH:14]=2)[CH2:8][CH2:7]1 |f:0.1,2.3|. The yield is 96.8%. Reactants: O (Water), O.NN (Hydrazine monohydrate), [OH-].[K+] (potassium hydroxide), C1(CC1)C1=CC=C(C=C1)C(CCCO)=O (l-(4-cyclopropylphenyl)-4-hydroxybutan-1-one). Solvent: C(CO)O (ethylene glycol), C(C)(=O)OCC (ethyl acetate). The reactants are C[O-].[Na+] (sodium methylate), C(=O)(OCC)CC(=S)SCC (ethyl α-carbethoxy-dithioacetate), C[O-].[Na+] (sodium methylate), ClCC#N (chloroacetonitrile). Run in CO (methanol), CO (methanol). Conditions: temperature 20 celsius, time 5 minute. The product is C(#N)C=1SC(=CC1O)SCC (2-cyano-3 -hydroxy-5-ethylthio-thiophene). Isolated yield 52.4%. As a reaction SMILES: [C:1]([CH2:6][C:7]([S:9][CH2:10][CH3:11])=[S:8])(OCC)=[O:2].C[O-].[Na+].Cl[CH2:16][C:17]#[N:18]>CO>[C:17]([C:16]1[S:8][C:7]([S:9][CH2:10][CH3:11])=[CH:6][C:1]=1[OH:2])#[N:18] |f:1.2|. Procedure details: 192 g of ethyl α-carbethoxy-dithioacetate [Ber., Vol. 100 (1967), p. 1420] were added at 20° C. to a solution of 70 g of sodium methylate in one liter of methanol and after stirring for 5 minutes at 20° C., 76 g of chloroacetonitrile were added thereto. The mixture was stirred for 1 hour at 45° C. and 2 hours at 20° C. and after the addition of a solution of 70 g of sodium methylate in 500 ml of methanol, the mixture was stirred for 4 hours at 20° C. The mixture was evaporated to dryness under r... The reactants are Cc1[nH]c2ccc(C#CCN(C)C)cc2c1C(=O)OCc1ccccc1, CCO. The product is Cc1[nH]c2ccc(C=CCN(C)C)cc2c1C(=O)OCc1ccccc1. Reaction SMILES: [CH2:1]([c:2]1[cH:3][cH:4][cH:5][cH:6][cH:7]1)[O:8][C:9](=[O:10])[c:11]1[c:12]([CH3:26])[nH:13][c:14]2[cH:15][cH:16][c:17]([C:20]#[C:21][CH2:22][N:23]([CH3:24])[CH3:25])[cH:18][c:19]12.[CH3:27][CH2:28][OH:29]>>[CH2:1]([c:2]1[cH:3][cH:4][cH:5][cH:6][cH:7]1)[O:8][C:9](=[O:10])[c:11]1[c:12]([CH3:26])[nH:13][c:14]2[cH:15][cH:16][c:17]([CH:20]=[CH:21][CH2:22][N:23]([CH3:24])[CH3:25])[cH:18][c:19]12. The reactants are CCOC(C)=O, CCCCCCCCCCCCCCCc1cccc(OCCC)c1C(=O)OCCC, CC(C)(C)[O-], CCCCCC, CS(C)=O, Cl, [K+], O. Yields the product CCCCCCCCCCCCCCCc1cccc(OCCC)c1C(=O)O. Reaction SMILES: [C:38]([O:39][CH2:40][CH3:41])(=[O:42])[CH3:43].[CH2:1]([CH2:2][CH3:3])[O:4][c:5]1[c:6]([C:7](=[O:8])[O:9][CH2:10][CH2:11][CH3:12])[c:13]([CH2:17][CH2:18][CH2:19][CH2:20][CH2:21][CH2:22][CH2:23][CH2:24][CH2:25][CH2:26][CH2:27][CH2:28][CH2:29][CH2:30][CH3:31])[cH:14][cH:15][cH:16]1.[CH3:32][C:33]([CH3:34])([O-:35])[CH3:36].[CH3:44][CH2:45][CH2:46][CH2:47][CH2:48][CH3:49].[CH3:51][S:52](=[O:53])[CH3:54].[ClH:50].[K+:37].[OH2:55]>>[CH2:1]([CH2:2][CH3:3])[O:4][c:5]1[c:6]([C:7](=[O:8])[OH:9])[c:13]([CH2:17][CH2:18][CH2:19][CH2:20][CH2:21][CH2:22][CH2:23][CH2:24][CH2:25][CH2:26][CH2:27][CH2:28][CH2:29][CH2:30][CH3:31])[cH:14][cH:15][cH:16]1. The reactants are FC1=C(C=C(OC(C(=O)O)CC)C=C1)C(F)(F)F ((-)-2-(4-fluoro-3-trifluoromethylphenoxy)butanoic acid), S(=O)(Cl)Cl (thionyl chloride). Reagents/catalysts: N1=CC=CC=C1 (pyridine). The solvent is C(Cl)Cl (methylene chloride). Reaction conditions: time 4 hour. Product: FC1=C(C=C(OC(C(=O)Cl)CC)C=C1)C(F)(F)F ((-)-2-(4-fluoro3-trifluoromethylphenoxy)butanoic acid chloride). Yield: 93.7%. As a reaction SMILES: [F:1][C:2]1[CH:14]=[CH:13][C:5]([O:6][CH:7]([CH2:11][CH3:12])[C:8](O)=[O:9])=[CH:4][C:3]=1[C:15]([F:18])([F:17])[F:16].S(Cl)([Cl:21])=O>C(Cl)Cl.N1C=CC=CC=1>[F:1][C:2]1[CH:14]=[CH:13][C:5]([O:6][CH:7]([CH2:11][CH3:12])[C:8]([Cl:21])=[O:9])=[CH:4][C:3]=1[C:15]([F:18])([F:17])[F:16]. Reported procedure: To 1.2 g (4.5 mmole) of (-)-2-(4-fluoro-3-trifluoromethylphenoxy)butanoic acid dissolved in 15 ml methylene chloride was added one drop of pyridine and further added dropwise 0.6 g of thionyl chloride. The reaction mixture was further stirred at room temperature for 4 hours and then thionyl chloride and methylene chloride were removed under reduced pressure to obtain 1.2 g of (-)-2-(4-fluoro3-trifluoromethylphenoxy)butanoic acid chloride. The resulting mixture was applied for the next reaction w... Reactants: Cl.COC(=O)C=1CNCCC1 (1,2,5,6-tetrahydro-3-pyridinecarboxylic acid methyl ester, hydrochloride), C1(=CC=CC=C1)C(=CCCBr)C1=CC=CC=C1 (4,4-diphenyl-3-butenyl bromide), C([O-])([O-])=O.[K+].[K+] (potassium carbonate). Solvent: CC(=O)C (acetone). The product is Cl.COC(=O)C=1CN(CCC1)CCC=C(C1=CC=CC=C1)C1=CC=CC=C1 (1,2,5,6-tetrahydro-1-(4,4-diphenyl-3-butenyl)-3-pyridinecarboxylic acid methyl ester hydrochloride). RXN SMILES: [ClH:1].[CH3:2][O:3][C:4]([C:6]1[CH2:7][NH:8][CH2:9][CH2:10][CH:11]=1)=[O:5].[C:12]1([C:18]([C:23]2[CH:28]=[CH:27][CH:26]=[CH:25][CH:24]=2)=[CH:19][CH2:20][CH2:21]Br)[CH:17]=[CH:16][CH:15]=[CH:14][CH:13]=1.C(=O)([O-])[O-].[K+].[K+]>CC(C)=O>[ClH:1].[CH3:2][O:3][C:4]([C:6]1[CH2:7][N:8]([CH2:21][CH2:20][CH:19]=[C:18]([C:12]2[CH:17]=[CH:16][CH:15]=[CH:14][CH:13]=2)[C:23]2[CH:24]=[CH:25][CH:26]=[CH:27][CH:28]=2)[CH2:9][CH2:10][CH:11]=1)=[O:5] |f:0.1,3.4.5,7.8|. Procedure details: A mixture of 5.0 g. (0.0282 mole) of 1,2,5,6-tetrahydro-3-pyridinecarboxylic acid methyl ester, hydrochloride, 8.08 g. (0.282 mole) of 4,4-diphenyl-3-butenyl bromide and 10 g. of crushed potassium carbonate was refluxed in 200 ml. of acetone for 15 hours. The reaction mixture was evaporated, extracted into ethyl acetate from water, dried, evaporated and chromatographed on silica (dry column) eluted with hexane/hexane:ethyl acetate to give 1,2,5,6-tetrahydro-1-(4,4-diphenyl-3-butenyl)-3-pyridinec...